From a dataset of the Open Reaction Database (ORD), a public repository of structured organic reaction records. describe an organic reaction: reactants, conditions, products, and yield The reactants are OB(O)c1ccc(F)cc1, CS(=O)(=O)c1ccc(I)c(C(=O)O)c1, [Na+], [Na+], O=C([O-])[O-], CC(=O)[O-], CC(=O)[O-], O, [Pd+2]. Product: CS(=O)(=O)c1ccc(-c2ccc(F)cc2)c(C(=O)O)c1. RXN SMILES: [F:15][c:16]1[cH:17][cH:18][c:19]([B:22]([OH:23])[OH:24])[cH:20][cH:21]1.[I:1][c:2]1[c:3]([C:4](=[O:5])[OH:6])[cH:7][c:8]([S:11](=[O:12])(=[O:13])[CH3:14])[cH:9][cH:10]1.[Na+:25].[Na+:26].[O-:27][C:28](=[O:29])[O-:30].[O-:33][C:34]([CH3:35])=[O:36].[O-:37][C:38]([CH3:39])=[O:40].[OH2:31].[Pd+2:32]>>[c:2]1(-[c:19]2[cH:18][cH:17][c:16]([F:15])[cH:21][cH:20]2)[c:3]([C:4](=[O:5])[OH:6])[cH:7][c:8]([S:11](=[O:12])(=[O:13])[CH3:14])[cH:9][cH:10]1. The reactants are O (water), ClC1=NC(=NC(=C1)N1CCN(CC1)C)N (4-chloro-6-(4-methylpiperazin-1-yl)pyrimidin-2-amine), BrC1=CC=C2CCNCC2=C1 (7-bromo-1,2,3,4-tetrahydroisoquinoline), CN1CCOCC1 (4-methylmorpholine). Solvent: CN1C(CCC1)=O (N-methylpyrrolidinone). Product: BrC1=CC=C2CCN(CC2=C1)C1=NC(=NC(=C1)N1CCN(CC1)C)N (4-(7-bromo-3,4-dihydroisoquinolin-2(1H)-yl)-6-(4-methylpiperazin-1-yl)pyrimidin-2-amine). Isolated yield 78.5%. RXN SMILES: Cl[C:2]1[CH:7]=[C:6]([N:8]2[CH2:13][CH2:12][N:11]([CH3:14])[CH2:10][CH2:9]2)[N:5]=[C:4]([NH2:15])[N:3]=1.[Br:16][C:17]1[CH:26]=[C:25]2[C:20]([CH2:21][CH2:22][NH:23][CH2:24]2)=[CH:19][CH:18]=1.CN1CCOCC1.O>CN1CCCC1=O>[Br:16][C:17]1[CH:26]=[C:25]2[C:20]([CH2:21][CH2:22][N:23]([C:2]3[CH:7]=[C:6]([N:8]4[CH2:13][CH2:12][N:11]([CH3:14])[CH2:10][CH2:9]4)[N:5]=[C:4]([NH2:15])[N:3]=3)[CH2:24]2)=[CH:19][CH:18]=1. Reported procedure: A mixture of 4-chloro-6-(4-methylpiperazin-1-yl)pyrimidin-2-amine (500.0 mg, 2.196 mmol), 7-bromo-1,2,3,4-tetrahydroisoquinoline (512.3 mg, 2.416 mmol, Alfa Aesar, Cat. No. B25712) and 4-methylmorpholine (289.7 μL, 2.635 mmol) in N-methylpyrrolidinone (10 mL) was heated at 180° C. overnight. The reaction mixture was cooled to r.t., poured into water, extracted with AcOEt, washed with brine, dried with MgSO4, filtered, and concentrated. The residue was purified by flash chromatograph on a silica ... Reactants: CC1(NC(CC(C1)NC1=NC=CC(=N1)C1=CC=C(C=C1)CCCOS(=O)(=O)C1=CC=C(C=C1)C)(C)C)C (toluene-4-sulfonic acid 3-{4-[2-(2,2,6,6-tetramethyl-piperidin-4-ylamino)-pyrimidin-4-yl]-phenyl}-propyl ester), N (ammonia). The solvent is CO (MeOH). Product: NCCCC1=CC=C(C=C1)C1=NC(=NC=C1)NC1CC(NC(C1)(C)C)(C)C ({4-[4-(3-Amino-propyl)-phenyl]-pyrimidin-2-yl}-(2,2,6,6-tetramethyl-piperidin-4-yl)-amine). RXN SMILES: [CH3:1][C:2]1([CH3:37])[CH2:7][CH:6]([NH:8][C:9]2[N:14]=[C:13]([C:15]3[CH:20]=[CH:19][C:18]([CH2:21][CH2:22][CH2:23]OS(C4C=CC(C)=CC=4)(=O)=O)=[CH:17][CH:16]=3)[CH:12]=[CH:11][N:10]=2)[CH2:5][C:4]([CH3:36])([CH3:35])[NH:3]1.[NH3:38]>CO>[NH2:38][CH2:23][CH2:22][CH2:21][C:18]1[CH:17]=[CH:16][C:15]([C:13]2[CH:12]=[CH:11][N:10]=[C:9]([NH:8][CH:6]3[CH2:5][C:4]([CH3:36])([CH3:35])[NH:3][C:2]([CH3:37])([CH3:1])[CH2:7]3)[N:14]=2)=[CH:20][CH:19]=1. Procedure: The title compound was prepared from toluene-4-sulfonic acid 3-{4-[2-(2,2,6,6-tetramethyl-piperidin-4-ylamino)-pyrimidin-4-yl]-phenyl}-propyl ester and ammonia in MeOH. Reported procedure: 4-methoxy-3-nitrobenzoyl chloride (1.08 g, 0.005 mol), 2-aminopyridine (0.94 g, 0.01 mol) and DIPEA (1.8 mL, 0.01 mol) were allowed to stir in dichloromethane (10 mL) for 48 hours to form 4-methoxy-3-nitro-N-(pyridin-2-yl)benzamide. Intermediate was purified via silica column chromatography using 0 to 100% ethyl acetate in hexane. The reactants are COC1=C(C=C(C(=O)Cl)C=C1)[N+](=O)[O-] (4-methoxy-3-nitrobenzoyl chloride), NC1=NC=CC=C1 (2-aminopyridine), CCN(C(C)C)C(C)C (DIPEA). Solvent: ClCCl (dichloromethane). The product is COC1=C(C=C(C(=O)NC2=NC=CC=C2)C=C1)[N+](=O)[O-] (4-methoxy-3-nitro-N-(pyridin-2-yl)benzamide). As a reaction SMILES: [CH3:1][O:2][C:3]1[CH:11]=[CH:10][C:6]([C:7](Cl)=[O:8])=[CH:5][C:4]=1[N+:12]([O-:14])=[O:13].[NH2:15][C:16]1[CH:21]=[CH:20][CH:19]=[CH:18][N:17]=1.CCN(C(C)C)C(C)C>ClCCl>[CH3:1][O:2][C:3]1[CH:11]=[CH:10][C:6]([C:7]([NH:15][C:16]2[CH:21]=[CH:20][CH:19]=[CH:18][N:17]=2)=[O:8])=[CH:5][C:4]=1[N+:12]([O-:14])=[O:13].